This data is from the Open Reaction Database (ORD), a public repository of structured organic reaction records. The task is: describe an organic reaction: reactants, conditions, products, and yield The reactants are C(=C)C1=C(C=CC2=C(C=CC=C12)Cl)C(=O)C1=C(C2=CC=CC(=C2C=C1)Cl)C=C (Vinyl-5-chloro-2-naphthylketone), N1CCCCC1 (piperidine). The solvent is ClCCl (dichloromethane). Yields the product N1(CCCCC1)CCC1=C(C=CC2=C(C=CC=C12)Cl)C(=O)C1=C(C2=CC=CC(=C2C=C1)Cl)CCN1CCCCC1 (2-piperidinoethyl-5-chloro-2-naphthylketone). As a reaction SMILES: [CH:1]([C:3]1[C:12]2[C:7](=[C:8]([Cl:13])[CH:9]=[CH:10][CH:11]=2)[CH:6]=[CH:5][C:4]=1[C:14]([C:16]1[CH:25]=[CH:24][C:23]2[C:18](=[CH:19][CH:20]=[CH:21][C:22]=2[Cl:26])[C:17]=1[CH:27]=[CH2:28])=[O:15])=[CH2:2].[NH:29]1[CH2:34][CH2:33][CH2:32][CH2:31][CH2:30]1>ClCCl>[N:29]1([CH2:28][CH2:27][C:17]2[C:18]3[C:23](=[C:22]([Cl:26])[CH:21]=[CH:20][CH:19]=3)[CH:24]=[CH:25][C:16]=2[C:14]([C:4]2[CH:5]=[CH:6][C:7]3[C:12](=[CH:11][CH:10]=[CH:9][C:8]=3[Cl:13])[C:3]=2[CH2:1][CH2:2][N:29]2[CH2:34][CH2:33][CH2:32][CH2:31][CH2:30]2)=[O:15])[CH2:34][CH2:33][CH2:32][CH2:31][CH2:30]1. Reported procedure: Vinyl-5-chloro-2-naphthylketone (21.4 mg) and piperidine (8.4 mg) were reacted in dichloromethane (0.3 mL). The product is C(C(CCC)CCC)(=O)[O-].[Na+] (sodium valproate). Run in O (water). Procedure details: In a 3-L round-bottomed flask was placed valproic acid (144 g, 1 mole) and 40% NaOH aqueous solution (100 g, 1 mole). The resulting solution was then put on a rotavaper, applied vacuum, and heated up slowly (e.g., water bath temperature from room temperature to 95° C.) to remove the water. Upon completion of the water removal, the reaction mixture was allowed to cool down to room temperature to obtain sodium valproate (166 g, 100%). Yield: 99.9%. Reaction SMILES: [C:1]([OH:10])(=[O:9])[CH:2]([CH2:6][CH2:7][CH3:8])[CH2:3][CH2:4][CH3:5].[OH-].[Na+:12]>O>[C:1]([O-:10])(=[O:9])[CH:2]([CH2:6][CH2:7][CH3:8])[CH2:3][CH2:4][CH3:5].[Na+:12] |f:1.2,4.5|. Reactants: C(C(CCC)CCC)(=O)O (valproic acid), [OH-].[Na+] (NaOH). RXN SMILES: [CH2:41]1[O:42][CH2:43][CH2:44][O:45][CH2:46]1.[CH3:17][Si:18]([CH2:19][CH2:20][O:21][CH2:22][n:23]1[n:24][cH:25][c:26]2[cH:27][cH:28][c:29]([NH2:32])[cH:30][c:31]12)([CH3:33])[CH3:34].[Cl:1][c:2]1[n:3][c:4]([NH:11][CH2:12][C:13]([F:14])([F:15])[F:16])[c:5]2[c:6]([n:7]1)[cH:8][cH:9][o:10]2.[K+:35].[K+:36].[O-:37][C:38]([O-:39])=[O:40].[O:49]=[C:50]([CH:51]=[CH:52][c:53]1[cH:54][cH:55][cH:56][cH:57][cH:58]1)[CH:59]=[CH:60][c:61]1[cH:62][cH:63][cH:64][cH:65][cH:66]1.[O:67]=[C:68]([CH:69]=[CH:70][c:71]1[cH:72][cH:73][cH:74][cH:75][cH:76]1)[CH:77]=[CH:78][c:79]1[cH:80][cH:81][cH:82][cH:83][cH:84]1.[O:85]=[C:86]([CH:87]=[CH:88][c:89]1[cH:90][cH:91][cH:92][cH:93][cH:94]1)[CH:95]=[CH:96][c:97]1[cH:98][cH:99][cH:100][cH:101][cH:102]1.[Pd:47].[Pd:48]>>[c:2]1([NH:32][c:29]2[cH:28][cH:27][c:26]3[cH:25][n:24][n:23]([CH2:22][O:21][CH2:20][CH2:19][Si:18]([CH3:17])([CH3:33])[CH3:34])[c:31]3[cH:30]2)[n:3][c:4]([NH:11][CH2:12][C:13]([F:14])([F:15])[F:16])[c:5]2[c:6]([n:7]1)[cH:8][cH:9][o:10]2. Starting materials: C1COCCO1, C[Si](C)(C)CCOCn1ncc2ccc(N)cc21, FC(F)(F)CNc1nc(Cl)nc2ccoc12, [K+], [K+], O=C([O-])[O-], O=C(C=Cc1ccccc1)C=Cc1ccccc1, O=C(C=Cc1ccccc1)C=Cc1ccccc1, O=C(C=Cc1ccccc1)C=Cc1ccccc1, [Pd], [Pd]. Yields the product C[Si](C)(C)CCOCn1ncc2ccc(Nc3nc(NCC(F)(F)F)c4occc4n3)cc21. The reactants are CN, CO, CS(=O)(=O)OCC1COc2ccc(S(=O)(=O)c3ccccc3)cc2O1. The product is CNCC1COc2ccc(S(=O)(=O)c3ccccc3)cc2O1. As a reaction SMILES: [CH3:1][NH2:2].[CH3:28][OH:29].[c:3]1([S:9](=[O:10])(=[O:11])[c:12]2[cH:13][cH:14][c:15]3[c:16]([cH:27]2)[O:17][CH:18]([CH2:21][O:22][S:23]([CH3:24])(=[O:25])=[O:26])[CH2:19][O:20]3)[cH:4][cH:5][cH:6][cH:7][cH:8]1>>[CH3:1][NH:2][CH2:21][CH:18]1[O:17][c:16]2[c:15]([cH:14][cH:13][c:12]([S:9]([c:3]3[cH:4][cH:5][cH:6][cH:7][cH:8]3)(=[O:10])=[O:11])[cH:27]2)[O:20][CH2:19]1. Procedure: To a solution of 3,5-dimethoxy-4-isopropoxyphenylboronic acid (1.23 g) and ethyl 2-chloroisonicotinate (0.95 g) were condensed in the same manner as described in Preparation Example 1 to give the title compound. The reactants are COC=1C=C(C=C(C1OC(C)C)OC)B(O)O (3,5-dimethoxy-4-isopropoxyphenylboronic acid), ClC=1C=C(C(=O)OCC)C=CN1 (ethyl 2-chloroisonicotinate). As a reaction SMILES: [CH3:1][O:2][C:3]1[CH:4]=[C:5](B(O)O)[CH:6]=[C:7]([O:13][CH3:14])[C:8]=1[O:9][CH:10]([CH3:12])[CH3:11].Cl[C:19]1[CH:20]=[C:21]([CH:27]=[CH:28][N:29]=1)[C:22]([O:24][CH2:25][CH3:26])=[O:23]>>[CH3:1][O:2][C:3]1[CH:4]=[C:5]([C:19]2[CH:20]=[C:21]([CH:27]=[CH:28][N:29]=2)[C:22]([O:24][CH2:25][CH3:26])=[O:23])[CH:6]=[C:7]([O:13][CH3:14])[C:8]=1[O:9][CH:10]([CH3:12])[CH3:11]. Product: COC=1C=C(C=C(C1OC(C)C)OC)C=1C=C(C(=O)OCC)C=CN1 (Ethyl 2-(3,5-Dimethoxy-4-isopropoxyphenyl)isonicotinate).